Dataset: the Open Reaction Database (ORD), a public repository of structured organic reaction records. Task: describe an organic reaction: reactants, conditions, products, and yield The reactants are C(C)(=O)O[C@@H]1C=CO[C@@H]([C@@H]1OC(C)=O)COC(C)=O (3,4,6-tri-O-acetyl-D-galactal), Example 1. The solvent is C(C)#N (acetonitrile), C(CCC=C)O (4-pentene-1-ol). Run at time 30 minute. Product: C(C)(=O)O[C@@H]1C[C@@H](OCCCC=C)O[C@@H]([C@@H]1OC(C)=O)COC(C)=O (4-Pentenyl 2-deoxy-3,4,6-tri-O-acetyl-α-D-lyxo-hexopyranoside), β-glycoside. Yield: 123.2%. As a reaction SMILES: [C:1]([O:4][C@H:5]1[C@@H:10]([O:11][C:12](=[O:14])[CH3:13])[C@@H:9]([CH2:15][O:16][C:17](=[O:19])[CH3:18])[O:8][CH:7]=[CH:6]1)(=[O:3])[CH3:2]>C(#N)C.C(O)CCC=C>[C:1]([O:4][C@H:5]1[C@@H:10]([O:11][C:12](=[O:14])[CH3:13])[C@@H:9]([CH2:15][O:16][C:17](=[O:19])[CH3:18])[O:8][C@H:7]([O:8][CH2:7][CH2:6][CH2:5][CH:10]=[CH2:9])[CH2:6]1)(=[O:3])[CH3:2]. Procedure: A solution of 3,4,6-tri-O-acetyl-D-galactal (3.6 g) in acetonitrile (40 ml) anhydrous lithium bromide (4.7 g), 4-pentene-1-ol (4 ml), molecular sieves 4 Å (4 g) and the activated resin prepared as in Example 1 (5.1 g) was stirred at room temperature for 30 min. The product was isolated as described in Example 1 and purified on a column of Silica Gel using ethyl acetate-hexane (1:6) as eluant and yielded the title compound (2.92 g) and minor β-glycoside (0.32 g). [α]D20 (α-anomer)=+126°±2° (c 1.0... Reactants: [F-].[K+] (potassium fluoride), [Cl-].C(C1=CC=CC=C1)CCCCCCCCCCCC[NH3+] (benzyldodecyl-ammonium chloride), [N+](=O)([O-])C1=C(C#N)C(=CC=C1)Cl (2-nitro-6-chloro-benzonitrile). The solvent is C1(=CC=CC=C1)C (toluene), O (water). Conditions: temperature 105 celsius. Product: ClC1=C(C#N)C(=CC=C1)F (2-chloro-6-fluoro-benzonitrile). Yield: 22.5%. RXN SMILES: [F-:1].[K+].[Cl-].C(CCCCCCCCCCCC[NH3+])C1C=CC=CC=1.[N+]([C:27]1[CH:34]=[CH:33][CH:32]=[C:31]([Cl:35])[C:28]=1[C:29]#[N:30])([O-])=O>O.C1(C)C=CC=CC=1>[Cl:35][C:31]1[CH:32]=[CH:33][CH:34]=[C:27]([F:1])[C:28]=1[C:29]#[N:30] |f:0.1,2.3|. Procedure: A solution of 120 g (2 mols) of potassium fluoride in 100 ml of water was treated first with 30 ml of a 50% strength aqueous solution of benzyldodecyl-ammonium chloride and then with a solution of 186 g (1 mol) of 2-nitro-6-chloro-benzonitrile in 250 ml of toluene. The reaction mixture was heated to 105° C. for 8 hours. After cooling, the organic phase was separated off and the aqueous phase was extracted with chloroform. The organic phase and the chloroform extracts were combined and washed and...